The task is: describe an organic reaction: reactants, conditions, products, and yield. This data is from the Open Reaction Database (ORD), a public repository of structured organic reaction records. Reactants: 37.5, N(=C=S)C1CCN(CC1)C (4-isothiocyanato-1-methylpiperidine), COC=1C=C(C(=CC1)N)N (4-methoxy-1,2-benzenediamine). Solvent: O1CCCC1 (tetrahydrofuran). Yields the product 44, NC1=C(C=C(C=C1)OC)NC(=S)NC1CCN(CC1)C (N-(2-amino-5-methoxyphenyl)-N'-(1-methyl-4-piperidinyl)thiourea). Isolated yield 100.0%. Reaction SMILES: [N:1]([CH:4]1[CH2:9][CH2:8][N:7]([CH3:10])[CH2:6][CH2:5]1)=[C:2]=[S:3].[CH3:11][O:12][C:13]1[CH:14]=[C:15]([NH2:20])[C:16]([NH2:19])=[CH:17][CH:18]=1>O1CCCC1>[NH2:19][C:16]1[CH:17]=[CH:18][C:13]([O:12][CH3:11])=[CH:14][C:15]=1[NH:20][C:2]([NH:1][CH:4]1[CH2:9][CH2:8][N:7]([CH3:10])[CH2:6][CH2:5]1)=[S:3]. Procedure details: A mixture of 37.5 parts of 4-isothiocyanato-1-methylpiperidine, 21.8 parts of 4-methoxy-1,2-benzenediamine and 270 parts of tetrahydrofuran was stirred and refluxed for 2 hours. The whole was evaporated, yielding 44 parts (100%) of N-(2-amino-5-methoxyphenyl)-N'-(1-methyl-4-piperidinyl)thiourea as a residue (interm. 26). Reactants: FC(C=1C=C(C=CC1)C1=CCNC=2N1N=CC2C(=O)N)(F)F (4,5-Dihydro-7-[3-(trifluoromethyl)phenyl]pyrazolo [1,5-a]pyrimidine-3-carboxamide), C(=O)=O.CC(=O)C (dry ice acetone), C(=S)(N1C=NC=C1)N1C=NC=C1 (1,1'-thiocarbonyldiimidazole), [H-].[Na+] (sodium hydride). The solvent is O1CCCC1 (tetrahydrofuran). Reaction conditions: temperature -78 celsius, time 30 minute. Yields the product S=C1NC(C=2C=NN3C(=CCN1C32)C3=CC(=CC=C3)C(F)(F)F)=O (4,5-Dihydro-5-thioxo-8-[3-(trifluoromethyl)phenyl]3H,6H-1,4,5a,8a-tetraazaacenaphthylen-3-one). The yield is 82.2%. RXN SMILES: [F:1][C:2]([F:22])([F:21])[C:3]1[CH:4]=[C:5]([C:9]2[N:14]3[N:15]=[CH:16][C:17]([C:18]([NH2:20])=[O:19])=[C:13]3[NH:12][CH2:11][CH:10]=2)[CH:6]=[CH:7][CH:8]=1.C(=O)=O.CC(C)=O.[H-].[Na+].[C:32](N1C=CN=C1)(N1C=CN=C1)=[S:33]>O1CCCC1>[S:33]=[C:32]1[N:12]2[C:13]3[N:14]([C:9]([C:5]4[CH:6]=[CH:7][CH:8]=[C:3]([C:2]([F:21])([F:1])[F:22])[CH:4]=4)=[CH:10][CH2:11]2)[N:15]=[CH:16][C:17]=3[C:18](=[O:19])[NH:20]1 |f:1.2,3.4|. Reported procedure: To a stirred solution of 1.00 g of 4,5-dihydro-7-[3-(trifluoromethyl)phenyl]pyrazolo[1,5-a]pyrimidine-3-carboxamide (prepared as described in Example 4) in 30 ml of dry tetrahydrofuran cooled to -78° C. (dry ice-acetone) was added 286 mg of 60% sodium hydride (dispersion in mineral oil). The reaction mixture was stirred at -78° C. for 30 minutes then 637 mg of 1,1'-thiocarbonyldiimidazole was added. The mixture was allowed to slowly warm to room temperature and was stirred for 36 hours. The reac... Reactants: FC(C(C)O)(F)F (1,1,1-trifluoro-2-propanol), ClC(Cl)(OC(OC(Cl)(Cl)Cl)=O)Cl (triphosgene), N1=CC=CC=C1 (pyridine). Solvent: C(C)OCC (ethyl ether), C(C)OCC (ethyl ether). Conditions: temperature 0 celsius, time 6 hour. Product: ClC(=O)OC(C(F)(F)F)C (1,1,1-Trifluoropropan-2-yl chloroformate). As a reaction SMILES: [F:1][C:2]([F:7])([F:6])[CH:3]([OH:5])[CH3:4].[Cl:8][C:9](Cl)([O:11]C(=O)OC(Cl)(Cl)Cl)Cl.N1C=CC=CC=1>C(OCC)C>[Cl:8][C:9]([O:5][CH:3]([CH3:4])[C:2]([F:7])([F:6])[F:1])=[O:11]. Procedure: To a mixture of 1,1,1-trifluoro-2-propanol (114.1 mg, 1.0 mmol, Matrix Scientific) and triphosgene (98 mg, 0.33 mmol, Aldrich) in ethyl ether (10 mL) at −40° C. was added pyridine (80 μL, 1.0 mmol, EMD) in ethyl ether (1.0 mL) dropwise. The reaction mixture was warmed to 0° C. and stirred for 6 h. The flask containing the above reaction mixture was put into a refrigerator overnight and then filtered. The filtrate was concentrated in vacuo in ice both to give a colorless oil which was used direct... Isolated yield 94.9%. Reagents/catalysts: C(C)(=O)[O-].[Pd+2].C(C)(=O)[O-] (palladium acetate), C1(=CC=CC=C1)P(C1=CC=CC=C1)C1=CC=CC=C1 (triphenylphosphine). The reactants are BrC=1C=CC=C2CC(C(C12)=O)C (7-Bromo-2-methyl-1-indanone), O (water), C1(=CC=CC=C1)B(O)O (phenylboronic acid), C([O-])([O-])=O.[Na+].[Na+] (sodium carbonate). Procedure details: 22.5 g (0.1 mol) of 7-bromo-2-methyl-1-indanone (2), 13.4 g (0.11 mol) of phenylboronic acid and 23.3 g (0.22 mol) of sodium carbonate were placed in 380 ml of dimethoxyethane and 120 ml of water in the reaction vessel, the mixture was degassed a number of times and saturated with argon. 450 mg (2 mmol) of palladium acetate and 1.05 g (4 mmol) of triphenylphosphine (TPP) were added and the reaction mixture was stirred for 2 hours at 80° C. After addition of 300 ml of water, the mixture was extra... Yields the product CC1C(C2=C(C=CC=C2C1)C1=CC=CC=C1)=O (2-Methyl-7-phenyl-1-indanone). Reaction SMILES: Br[C:2]1[CH:3]=[CH:4][CH:5]=[C:6]2[C:10]=1[C:9](=[O:11])[CH:8]([CH3:12])[CH2:7]2.[C:13]1(B(O)O)[CH:18]=[CH:17][CH:16]=[CH:15][CH:14]=1.C(=O)([O-])[O-].[Na+].[Na+].O>C(COC)OC.C([O-])(=O)C.[Pd+2].C([O-])(=O)C.C1(P(C2C=CC=CC=2)C2C=CC=CC=2)C=CC=CC=1>[CH3:12][CH:8]1[CH2:7][C:6]2[C:10](=[C:2]([C:13]3[CH:18]=[CH:17][CH:16]=[CH:15][CH:14]=3)[CH:3]=[CH:4][CH:5]=2)[C:9]1=[O:11] |f:2.3.4,7.8.9|. The solvent is C(OC)COC (dimethoxyethane). Conditions: temperature 80 celsius, time 2 hour. The reactants are Brc1nncs1, O=C([O-])[O-], CN1CCCC1=O, CCOC(C)=O, CCN(C(C)C)C(C)C, CCOC1CNCCC1NC(=O)c1nc(Cl)c(CC)[nH]1, Cl, [Cs+], [Cs+], O. Product: CCOC1CN(c2nncs2)CCC1NC(=O)c1nc(Cl)c(CC)[nH]1. RXN SMILES: [Br:31][c:32]1[s:33][cH:34][n:35][n:36]1.[C:37](=[O:38])([O-:39])[O-:40].[CH3:43][N:44]1[CH2:45][CH2:46][CH2:47][C:48]1=[O:49].[CH3:51][CH2:52][O:53][C:54](=[O:55])[CH3:56].[CH:22]([N:23]([CH:24]([CH3:25])[CH3:26])[CH2:27][CH3:28])([CH3:29])[CH3:30].[Cl:2][c:3]1[n:4][c:5]([C:10](=[O:11])[NH:12][CH:13]2[CH:14]([O:19][CH2:20][CH3:21])[CH2:15][NH:16][CH2:17][CH2:18]2)[nH:6][c:7]1[CH2:8][CH3:9].[ClH:1].[Cs+:41].[Cs+:42].[OH2:50]>>[Cl:2][c:3]1[n:4][c:5]([C:10](=[O:11])[NH:12][CH:13]2[CH:14]([O:19][CH2:20][CH3:21])[CH2:15][N:16]([c:32]3[s:33][cH:34][n:35][n:36]3)[CH2:17][CH2:18]2)[nH:6][c:7]1[CH2:8][CH3:9]. The reactants are ClC1=NC(=NC(=C1)C(F)(F)F)C1=CC=NC=C1 (4-chloro-2-(4-pyridinyl)-6-(trifluoromethyl)pyrimidine), ClC1=CC(=C(N)C=C1OC)OC (4-chloro-2,5-dimethoxyaniline). The product is Cl.ClC1=CC(=C(NC2=NC(=NC(=C2)C(F)(F)F)C2=CC=NC=C2)C=C1OC)OC (4-(4-Chloro-2,5-dimethoxyanilino)-2-(4-pyridinyl)-6-(trifluoromethyl)pyrimidine hydrochloride), solid. The yield is 68.0%. As a reaction SMILES: [Cl:1][C:2]1[CH:7]=[C:6]([C:8]([F:11])([F:10])[F:9])[N:5]=[C:4]([C:12]2[CH:17]=[CH:16][N:15]=[CH:14][CH:13]=2)[N:3]=1.[Cl:18][C:19]1[C:25]([O:26][CH3:27])=[CH:24][C:22]([NH2:23])=[C:21]([O:28][CH3:29])[CH:20]=1>>[ClH:1].[Cl:18][C:19]1[C:25]([O:26][CH3:27])=[CH:24][C:22]([NH:23][C:2]2[CH:7]=[C:6]([C:8]([F:11])([F:10])[F:9])[N:5]=[C:4]([C:12]3[CH:17]=[CH:16][N:15]=[CH:14][CH:13]=3)[N:3]=2)=[C:21]([O:28][CH3:29])[CH:20]=1 |f:2.3|. Procedure: The title compound was prepared from a mixture of 4-chloro-2-(4-pyridinyl)-6-(trifluoromethyl)pyrimidine (50 mg, 0.193 mmol) and 4-chloro-2,5-dimethoxyaniline (54 mg, 0.290 mmol) similar to Example 117 and isolated as a brown solid (55 mg, 68%). 1H NMR (CDCl3): 8.78 (dd, J=1.8, 4.8 Hz, 2H), 8.31 (dd, J=1.8, 4.8 Hz, 2H), 8.24 (s, 1H), 7.52 (s, 1H), 7.01 (s, 1H), 6.96 (s, 1H), 3.98 (s, 3H), 3.91 (s, 3H).